From a dataset of the Open Reaction Database (ORD), a public repository of structured organic reaction records. describe an organic reaction: reactants, conditions, products, and yield Reactants: [C-]#N.[K+] (potassium cyanide), COC=1C=CC2=C(C(OCN2C2=CC=CC=C2)=O)C1 (1,2-dihydro-6-methoxy-1-phenyl-4H-3,1-benzoxazine-4-one), ice water, C(C)(=O)O (acetic acid). Solvent: O (water). Product: C(#N)CN(C1=C(C(=O)O)C=C(C=C1)OC)C1=CC=CC=C1 (2-[(Cyanomethyl)phenylamino]-5-methoxy-benzoic acid). Isolated yield 96.0%. Reaction SMILES: [C-:1]#[N:2].[K+].[CH3:4][O:5][C:6]1[CH:7]=[CH:8][C:9]2[N:14]([C:15]3[CH:20]=[CH:19][CH:18]=[CH:17][CH:16]=3)[CH2:13][O:12][C:11](=[O:21])[C:10]=2[CH:22]=1.C(O)(=O)C>O>[C:1]([CH2:13][N:14]([C:15]1[CH:20]=[CH:19][CH:18]=[CH:17][CH:16]=1)[C:9]1[CH:8]=[CH:7][C:6]([O:5][CH3:4])=[CH:22][C:10]=1[C:11]([OH:12])=[O:21])#[N:2] |f:0.1|. Reported procedure: To a solution of 268 g (4.1 mole) of potassium cyanide in 1.6 l of water was added 1021 g (4.0 mole) of 1,2-dihydro-6-methoxy-1-phenyl-4H-3,1-benzoxazine-4-one at a rate such that the reaction mixture temperature was 35°-40° C. The resulting solution was stirred and maintained at 35°-40° C. for two hours, and then added dropwise to a solution of 8.0 l of ice water and 800 ml of acetic acid. The resulting suspended solid was filtered and washed with water to yield 1084 g (96% yield) of the crude ... Reactants: C(C)(C)(C)OC(NC1=C(C=C(C=C1)C=1SC=CC1)NC(C1=CC=C(C=C1)CBr)=O)=O ([2-(4-Bromomethyl-benzoylamino)-4-thiophen-2-yl-phenyl]-carbamic acid tert-butyl ester), COP(OC)OC (trimethylphosphite). The solvent is CCOC(=O)C (EtOAc), C1(=CC=CC=C1)C (toluene). Conditions: temperature 100 celsius, time 18 hour. Yields the product COP(OC)(=O)CC1=CC=C(C=C1)C(NC1=C(C=CC(=C1)C=1SC=CC1)N)=O ([4-(2-Amino-5-thiophen-2-yl-phenylcarbamoyl)-benzyl]-phosphonic acid dimethyl ester). Reaction SMILES: C(OC(=O)[NH:7][C:8]1[CH:13]=[CH:12][C:11]([C:14]2[S:15][CH:16]=[CH:17][CH:18]=2)=[CH:10][C:9]=1[NH:19][C:20](=[O:29])[C:21]1[CH:26]=[CH:25][C:24]([CH2:27]Br)=[CH:23][CH:22]=1)(C)(C)C.[CH3:31][O:32][P:33]([O:36]C)[O:34][CH3:35]>C1(C)C=CC=CC=1.CCOC(C)=O>[CH3:31][O:32][P:33]([CH2:27][C:24]1[CH:23]=[CH:22][C:21]([C:20](=[O:29])[NH:19][C:9]2[CH:10]=[C:11]([C:14]3[S:15][CH:16]=[CH:17][CH:18]=3)[CH:12]=[CH:13][C:8]=2[NH2:7])=[CH:26][CH:25]=1)(=[O:36])[O:34][CH3:35]. Procedure: [2-(4-Bromomethyl-benzoylamino)-4-thiophen-2-yl-phenyl]-carbamic acid tert-butyl ester (0.20 g, 0.41 mmol) was made 2.0 M in anhydrous toluene and to this stirring solution was added trimethylphosphite (0.06 g, 0.45 mmol). The resulting reaction mixture was sealed and stirred at 100° C. for 18 h. The reaction mixture was diluted with EtOAc and washed with saturated aqueous sodium bicarbonate. The organic layer was further washed with brine then dried (MgSO4) and concentrated in vacuo. The residu...